From a dataset of the Open Reaction Database (ORD), a public repository of structured organic reaction records. describe an organic reaction: reactants, conditions, products, and yield Reactants: C(C)OC(=O)C=1C=CC(=NC1)C#C[Si](C)(C)C (5-ethoxycarbonyl-2-trimethylsilylethynylpyridine), C1(=CC=CC=C1)S(=O)(=O)NC1=CC=C(C=C1I)S(=O)(=O)C (2-benzenesulfonylamino-3-iodo-5-methanesulfonylbenzene), C(C)(=O)[O-].[K+] (potassium acetate), cuprous iodide, CN(C=O)C (N,N-dimethylformamide). The reagents and catalysts are Cl[Pd]([P](C1=CC=CC=C1)(C2=CC=CC=C2)C3=CC=CC=C3)([P](C4=CC=CC=C4)(C5=CC=CC=C5)C6=CC=CC=C6)Cl (dichlorobis(triphenylphosphine)palladium). The solvent is O (water), C(C)(=O)OCC (ethyl acetate). Reaction conditions: temperature 100 celsius, time 8 hour. Product: C1(=CC=CC=C1)S(=O)(=O)N1C(=CC2=CC(=CC=C12)S(=O)(=O)C)C1=NC=C(C=C1)C(=O)OCC (1-benzenesulfonyl-2-(5-ethoxycarbonylpyridin-2-yl)-5-methanesulfonylindole). The yield is 31.5%. RXN SMILES: [CH2:1]([O:3][C:4]([C:6]1[CH:7]=[CH:8][C:9]([C:12]#[C:13][Si](C)(C)C)=[N:10][CH:11]=1)=[O:5])[CH3:2].[C:18]1([S:24]([NH:27][C:28]2[C:33](I)=[CH:32][C:31]([S:35]([CH3:38])(=[O:37])=[O:36])=[CH:30][CH:29]=2)(=[O:26])=[O:25])[CH:23]=[CH:22][CH:21]=[CH:20][CH:19]=1.C([O-])(=O)C.[K+].CN(C)C=O>Cl[Pd](Cl)([P](C1C=CC=CC=1)(C1C=CC=CC=1)C1C=CC=CC=1)[P](C1C=CC=CC=1)(C1C=CC=CC=1)C1C=CC=CC=1.C(OCC)(=O)C.O>[C:18]1([S:24]([N:27]2[C:28]3[C:29](=[CH:30][C:31]([S:35]([CH3:38])(=[O:37])=[O:36])=[CH:32][CH:33]=3)[CH:13]=[C:12]2[C:9]2[CH:8]=[CH:7][C:6]([C:4]([O:3][CH2:1][CH3:2])=[O:5])=[CH:11][N:10]=2)(=[O:25])=[O:26])[CH:19]=[CH:20][CH:21]=[CH:22][CH:23]=1 |f:2.3,^1:51,70|. Procedure: A mixture of 5-ethoxycarbonyl-2-trimethylsilylethynylpyridine (3.80 g), 2-benzenesulfonylamino-3-iodo-5-methanesulfonylbenzene (3.50 g), potassium acetate (6.00 g), cuprous iodide (75 i mg), dichlorobis(triphenylphosphine)palladium (0.27 g) and N,N-dimethylformamide (10 ml) was stirred under nitrogen atmosphere at 100° C. for 8 hours. To the reaction solution was then added water and ethyl acetate. The insolubles were filtered off. The filtrate was extracted with ethyl acetate and washed with a ...